Dataset: the Open Reaction Database (ORD), a public repository of structured organic reaction records. Task: describe an organic reaction: reactants, conditions, products, and yield The reactants are COc1cc2c(Oc3ccc4[nH]c(C)cc4c3F)ccnc2cc1OCCN1CC(=O)C2(CC2)C1, C1CCOC1. Yields the product C=C1CN(CCOc2cc3nccc(Oc4ccc5[nH]c(C)cc5c4F)c3cc2OC)CC12CC2. RXN SMILES: [F:1][c:2]1[c:3]2[cH:4][c:5]([CH3:35])[nH:6][c:7]2[cH:8][cH:9][c:10]1[O:11][c:12]1[cH:13][cH:14][n:15][c:16]2[cH:17][c:18]([O:24][CH2:25][CH2:26][N:27]3[CH2:28][C:29]4([CH2:30][CH2:31]4)[C:32](=[O:34])[CH2:33]3)[c:19]([O:22][CH3:23])[cH:20][c:21]12.[O:36]1[CH2:37][CH2:40][CH2:39][CH2:38]1>>[F:1][c:2]1[c:3]2[cH:4][c:5]([CH3:35])[nH:6][c:7]2[cH:8][cH:9][c:10]1[O:11][c:12]1[cH:13][cH:14][n:15][c:16]2[cH:17][c:18]([O:24][CH2:25][CH2:26][N:27]3[CH2:28][C:29]4([CH2:30][CH2:31]4)[C:32](=[CH2:37])[CH2:33]3)[c:19]([O:22][CH3:23])[cH:20][c:21]12. Starting materials: Fc1c(CBr)ccc(-c2ncco2)c1F, O=C([O-])[O-], O=S(=O)(NC1CCCCC1CO)c1ccc(Cl)s1, [Cs+], [Cs+], O=S(=O)(c1ccc(Cl)cc1)N(Cc1ccc(-c2ncon2)cc1)C1CCCCC1CO. The product is O=S(=O)(c1ccc(Cl)s1)N(Cc1ccc(-c2ncco2)c(F)c1F)C1CCCCC1CO. As a reaction SMILES: [Br:25][CH2:26][c:27]1[c:28]([F:39])[c:29]([F:38])[c:30](-[c:33]2[o:34][cH:35][cH:36][n:37]2)[cH:31][cH:32]1.[C:19](=[O:20])([O-:21])[O-:22].[Cl:1][c:2]1[cH:3][cH:4][c:5]([S:7](=[O:8])(=[O:9])[NH:10][CH:11]2[CH:12]([CH2:17][OH:18])[CH2:13][CH2:14][CH2:15][CH2:16]2)[s:6]1.[Cs+:23].[Cs+:24].[o:40]1[cH:41][n:42][c:43](-[c:44]2[cH:45][cH:46][c:47]([CH2:48][N:49]([CH:50]3[CH2:51][CH2:52][CH2:53][CH2:54][CH:55]3[CH2:56][OH:57])[S:58]([c:59]3[cH:60][cH:61][c:62]([Cl:63])[cH:64][cH:65]3)(=[O:66])=[O:67])[cH:68][cH:69]2)[n:70]1>>[Cl:1][c:2]1[cH:3][cH:4][c:5]([S:7](=[O:8])(=[O:9])[N:10]([CH:11]2[CH:12]([CH2:17][OH:18])[CH2:13][CH2:14][CH2:15][CH2:16]2)[CH2:26][c:27]2[c:28]([F:39])[c:29]([F:38])[c:30](-[c:33]3[o:34][cH:35][cH:36][n:37]3)[cH:31][cH:32]2)[s:6]1. Yields the product C(C)OC=1C=C(C=CC1OCC)C1=CC=2N(C(=N1)SCC)C=CN2 (7-(3,4-Diethoxy-phenyl)-5-ethylsulfanyl-imidazo[1,2-c]pyrimidine). Reaction conditions: temperature 50 celsius, time 8 hour. Reactants: C(C)SC1=NC(=CC=2N1C=CN2)C=2C=C(C(=CC2)O)O (4-(5-Ethylsulfanyl-imidazo[1,2-c]pyrimidin-7-yl)-benzene-1,2-diol), C(C)Br (ethyl bromide), C(=O)([O-])[O-].[K+].[K+] (K2CO3), CN(C)C=O (DMF), O (water). The yield is 36.0%. Procedure: To 4-(5-Ethylsulfanyl-imidazo[1,2-c]pyrimidin-7-yl)-benzene-1,2-diol (86.2 mg, 0.3 mmol) in DMF (2 ml) were added ethyl bromide (112 μl, 1.5 mmol) and K2CO3 (290 mg, 2.1 mmol). The reaction mixture was stirred at about 50° C. overnight. After cooling to room temperature, it was poured into water and extracted with EtOAc. The combined organic extract was dried over MgSO4 and concentrated in vacuo. The residue was purified by preparative thin layer chromatography to give 7-(3,4-Diethoxy-phenyl)-5-... Reaction SMILES: [CH2:1]([S:3][C:4]1[N:9]2[CH:10]=[CH:11][N:12]=[C:8]2[CH:7]=[C:6]([C:13]2[CH:14]=[C:15]([OH:20])[C:16](O)=[CH:17][CH:18]=2)[N:5]=1)[CH3:2].[CH2:21](Br)[CH3:22].[C:24]([O-:27])([O-])=O.[K+].[K+].O.[CH3:31]N(C=O)C>>[CH2:21]([O:20][C:15]1[CH:14]=[C:13]([C:6]2[N:5]=[C:4]([S:3][CH2:1][CH3:2])[N:9]3[CH:10]=[CH:11][N:12]=[C:8]3[CH:7]=2)[CH:18]=[CH:17][C:16]=1[O:27][CH2:24][CH3:31])[CH3:22] |f:2.3.4|. Reactants: CCOC(=O)CC1(C(=O)OCC)Cn2c(cc3ccccc32)C1=O, CO, O=C[O-], [NH4+]. The product is CCOC(=O)CC1(C(=O)OCC)Cn2c(cc3ccccc32)C1O. RXN SMILES: [CH2:1]([CH3:2])[O:3][C:4](=[O:5])[C:6]1([CH2:19][C:20](=[O:21])[O:22][CH2:23][CH3:24])[C:7](=[O:18])[c:8]2[n:9]([c:10]3[cH:11][cH:12][cH:13][cH:14][c:15]3[cH:16]2)[CH2:17]1.[CH3:29][OH:30].[CH:25]([O-:26])=[O:27].[NH4+:28]>>[CH2:1]([CH3:2])[O:3][C:4](=[O:5])[C:6]1([CH2:19][C:20](=[O:21])[O:22][CH2:23][CH3:24])[CH:7]([OH:18])[c:8]2[n:9]([c:10]3[cH:11][cH:12][cH:13][cH:14][c:15]3[cH:16]2)[CH2:17]1. Reactants: O1CCCC1 (tetrahydrofuran), C(C=C)(=O)O (acrylic acid), C(C=C)(=O)OCO (hydroxymethyl acrylate). The reagents and catalysts are CC(C)(C#N)N=NC(C)(C)C#N (AIBN). The solvent is C(C)C(C)(CC)OC(C)(CC)CC (diethylethyl ether). The product is C(C=C)(=O)O.C(C=C)(=O)OCO (acrylic acid hydroxymethyl acrylate). Isolated yield 539.3%. As a reaction SMILES: O1CCCC1.[C:6]([OH:10])(=[O:9])[CH:7]=[CH2:8].[C:11]([O:15][CH2:16][OH:17])(=[O:14])[CH:12]=[CH2:13]>C(C(OC(CC)(CC)C)(CC)C)C.CC(N=NC(C#N)(C)C)(C#N)C>[C:6]([OH:10])(=[O:9])[CH:7]=[CH2:8].[C:11]([O:15][CH2:16][OH:17])(=[O:14])[CH:12]=[CH2:13] |f:5.6|. Procedure: To 20 g of tetrahydrofuran (THF) were added 9 g of acrylic acid, 1 g of hydroxymethyl acrylate, and 0.1 g of 2,2′-azobisisobutylronitrile (AIBN). The resulting mixture was reacted at 67° C. for 3 hours. After reaction, the resulting solution was dropped in diethylethyl ether, thereby obtaining 9.2 g of a photoresist polymer of Formula (IVa). The reactants are CCOC(=O)C (EtOAc), Cl.Cl.N1(CCNCCC1)C=1C=C(C=C2C=CC=NC12)C(C)C (8-[1,4]-diazepan-1-yl-6-isopropyl-quinoline dihydrochloride), ClCC=1N=C(SC1)C1=CC=CC=C1 (4-chloromethyl-2-phenyl-thiazole), C(=O)([O-])[O-].[Cs+].[Cs+] (Cs2CO3). Run in CN(C)C=O (DMF). Run at temperature 60 celsius. Yields the product C(C)(C)C=1C=C2C=CC=NC2=C(C1)N1CCN(CCC1)CC=1N=C(SC1)C1=CC=CC=C1 (6-Isopropyl-8-[4-(2-phenyl-thiazol-4-ylmethyl)-[1,4]diazepan-1-yl]-quinoline). Yield: 49.7%. RXN SMILES: Cl.Cl.[N:3]1([C:10]2[CH:11]=[C:12]([CH:20]([CH3:22])[CH3:21])[CH:13]=[C:14]3[C:19]=2[N:18]=[CH:17][CH:16]=[CH:15]3)[CH2:9][CH2:8][CH2:7][NH:6][CH2:5][CH2:4]1.Cl[CH2:24][C:25]1[N:26]=[C:27]([C:30]2[CH:35]=[CH:34][CH:33]=[CH:32][CH:31]=2)[S:28][CH:29]=1.C([O-])([O-])=O.[Cs+].[Cs+].CCOC(C)=O>CN(C=O)C>[CH:20]([C:12]1[CH:13]=[C:14]2[C:19](=[C:10]([N:3]3[CH2:9][CH2:8][CH2:7][N:6]([CH2:24][C:25]4[N:26]=[C:27]([C:30]5[CH:31]=[CH:32][CH:33]=[CH:34][CH:35]=5)[S:28][CH:29]=4)[CH2:5][CH2:4]3)[CH:11]=1)[N:18]=[CH:17][CH:16]=[CH:15]2)([CH3:22])[CH3:21] |f:0.1.2,4.5.6|. Procedure: A mixture of 8-[1,4]-diazepan-1-yl-6-isopropyl-quinoline dihydrochloride (0.34 g, 1 mmol, 1 equiv), 4-chloromethyl-2-phenyl-thiazole (0.21 g, 1 equiv) and Cs2CO3 (1.63 g, 5 equiv) in 5 mL of DMF was heated to 60° C. for 3 hours and then cooled to room temperature. EtOAc (˜70 mL) was added and the mixture washed with saturated aqueous NaHCO3 (70 mL) and brine (70 mL), dried over magnesium sulfate and concentrated. The residue was purified by silica gel flash column chromatography using 5% to 40% ... Starting materials: NC1=CC=C(C=C1)C=1OC2=C(N1)C=CC=C2 (2-(4'-Aminophenyl)benzoxazole), ICl (iodine monochloride). Run in C(C)(=O)O (acetic acid). The product is NC1=C(C=C(C=C1)C=1OC2=C(N1)C=CC=C2)I (2-(4'-amino-3'-iodophenyl)benzoxazole). The yield is 65.8%. Reaction SMILES: [NH2:1][C:2]1[CH:7]=[CH:6][C:5]([C:8]2[O:9][C:10]3[CH:16]=[CH:15][CH:14]=[CH:13][C:11]=3[N:12]=2)=[CH:4][CH:3]=1.[I:17]Cl>C(O)(=O)C>[NH2:1][C:2]1[CH:3]=[CH:4][C:5]([C:8]2[O:9][C:10]3[CH:16]=[CH:15][CH:14]=[CH:13][C:11]=3[N:12]=2)=[CH:6][C:7]=1[I:17]. Reported procedure: 2-(4'-Aminophenyl)benzoxazole (0.14 g, 1.9 mmol) was treated with iodine monochloride (0.37 g, 2.23 mmol) in acetic acid according to the above-described general procedure for iodination. Crude product was purified by flash chromatography on silica gel using ethyl acetate-hexane (1:2) as eluent to give a brown powder (0.42 g, 65.7%), m.p. 188.0-191.2° C. Starting materials: NC1=C(C=C(C=C1)OC1=NNC(=C1)C)C(F)(F)F (3-(4-amino-3-trifluoromethylphenyloxy)-5-methylpyrazole), N(=O)[O-].[Na+] (sodium nitrite), [OH-].[Na+] (sodium hydroxide), [PH2](=O)O (hypophosphorous acid). Reaction conditions: temperature 0 celsius, time 1 hour. Procedure details: Concentrated hydrochloric acid (3 ml) and water (6 ml) were added to 3-(4-amino-3-trifluoromethylphenyloxy)-5-methylpyrazole, and the mixture was cooled to 0° C. Then, a solution of sodium nitrite (0.54 g, 7.8 mmol) in concentrated hydrochloric acid (2 ml) and water (2 ml) was dropwise added, and the mixture was stirred at an ambient temperature for 1 hour. Then, hypophosphorous acid (2.57 g, 38.9 mmol) was added, and the mixture was stirred at room temperature overnight. After completion of the... Yields the product CC1=CC(=NN1)OC1=CC(=CC=C1)C(F)(F)F (5-methyl-3-(3-trifluoromethylphenyloxy)pyrazole). As a reaction SMILES: N[C:2]1[CH:7]=[CH:6][C:5]([O:8][C:9]2[CH:13]=[C:12]([CH3:14])[NH:11][N:10]=2)=[CH:4][C:3]=1[C:15]([F:18])([F:17])[F:16].N([O-])=O.[Na+].[PH2](O)=O.[OH-].[Na+]>Cl.O>[CH3:14][C:12]1[NH:11][N:10]=[C:9]([O:8][C:5]2[CH:6]=[CH:7][CH:2]=[C:3]([C:15]([F:18])([F:16])[F:17])[CH:4]=2)[CH:13]=1 |f:1.2,4.5|. The solvent is O (water), Cl (hydrochloric acid), Cl (hydrochloric acid), O (water). The yield is 78.0%.